Dataset: the Open Reaction Database (ORD), a public repository of structured organic reaction records. Task: describe an organic reaction: reactants, conditions, products, and yield The reactants are BrCc1ccccc1, CC(=O)Oc1cc(C(C)(C)C)c(O)cc1C(C)(C)C, O=C([O-])[O-], CC(C)=O, [K+], [K+]. Product: CC(=O)Oc1cc(C(C)(C)C)c(OCc2ccccc2)cc1C(C)(C)C. Reaction SMILES: [Br:1][CH2:2][c:3]1[cH:4][cH:5][cH:6][cH:7][cH:8]1.[C:15]([CH3:16])(=[O:17])[O:18][c:19]1[c:20]([C:30]([CH3:31])([CH3:32])[CH3:33])[cH:21][c:22]([OH:29])[c:23]([C:25]([CH3:26])([CH3:27])[CH3:28])[cH:24]1.[C:9](=[O:10])([O-:11])[O-:12].[CH3:34][C:35](=[O:36])[CH3:37].[K+:13].[K+:14]>>[CH2:2]([c:3]1[cH:4][cH:5][cH:6][cH:7][cH:8]1)[O:29][c:22]1[cH:21][c:20]([C:30]([CH3:31])([CH3:32])[CH3:33])[c:19]([O:18][C:15]([CH3:16])=[O:17])[cH:24][c:23]1[C:25]([CH3:26])([CH3:27])[CH3:28]. The reactants are IC1=CNC2=CC=C(C=C12)C(=O)O (3-Iodo-1H-indole-5-carboxylic acid), C([O-])([O-])=O.[K+].[K+] (potassium carbonate), COS(=O)OC (Dimethylsulphite). Solvent: CN(C)C=O (DMF). Reaction conditions: temperature 60 celsius, time 1 hour. The product is IC1=CNC2=CC=C(C=C12)C(=O)OC (methyl 3-iodo-1H-indole-5-carboxylate). The yield is 96.0%. Reaction SMILES: [I:1][C:2]1[C:10]2[C:5](=[CH:6][CH:7]=[C:8]([C:11]([OH:13])=[O:12])[CH:9]=2)[NH:4][CH:3]=1.[C:14](=O)([O-])[O-].[K+].[K+].COS(OC)=O>CN(C=O)C>[I:1][C:2]1[C:10]2[C:5](=[CH:6][CH:7]=[C:8]([C:11]([O:13][CH3:14])=[O:12])[CH:9]=2)[NH:4][CH:3]=1 |f:1.2.3|. Procedure details: To a solution of 3-Iodo-1H-indole-5-carboxylic acid (8.0 g, 27.68 mmol) in DMF (80 mL) was added potassium carbonate (4.2 g, 30.44 mmol) and heated at 60° C. for 5 min. Dimethylsulphite (3.5 g, 27.68 mmol) was added and the resulting mixture was stirred at 80° C. for 1 h. The reaction mixture was then added ice cold water and extracted with EtOAc (240 mL). The organic layer was dried over Na2SO4, filtered, concentrated to dryness. The crude solid was washed with n-pentane to obtain the title com... Starting materials: Cl.NC=1C=C(CNC2=NC=NC3=C(C=CC=C23)C(=O)N)C=CC1 (4-(3-Amino-benzylamino)-quinazoline-8-carboxylic acid amide hydrochloride), ClC=1SC2=C(N1)C=CC(=C2)OC (2-Chloro-6-methoxy-benzothiazole). Yields the product COC1=CC2=C(N=C(S2)NC=2C=C(CNC3=NC=NC4=C(C=CC=C34)C(=O)N)C=CC2)C=C1 (4-[3-(6-Methoxy-benzothiazol-2-ylamino)-benzylamino]-quinazoline-8-carboxylic acid amide). As a reaction SMILES: Cl.[NH2:2][C:3]1[CH:4]=[C:5]([CH:21]=[CH:22][CH:23]=1)[CH2:6][NH:7][C:8]1[C:17]2[C:12](=[C:13]([C:18]([NH2:20])=[O:19])[CH:14]=[CH:15][CH:16]=2)[N:11]=[CH:10][N:9]=1.Cl[C:25]1[S:26][C:27]2[CH:33]=[C:32]([O:34][CH3:35])[CH:31]=[CH:30][C:28]=2[N:29]=1>>[CH3:35][O:34][C:32]1[CH:31]=[CH:30][C:28]2[N:29]=[C:25]([NH:2][C:3]3[CH:4]=[C:5]([CH:21]=[CH:22][CH:23]=3)[CH2:6][NH:7][C:8]3[C:17]4[C:12](=[C:13]([C:18]([NH2:20])=[O:19])[CH:14]=[CH:15][CH:16]=4)[N:11]=[CH:10][N:9]=3)[S:26][C:27]=2[CH:33]=1 |f:0.1|. Procedure details: The title compound was prepared according to Example 684 starting 4-(3-Amino-benzylamino)-quinazoline-8-carboxylic acid amide hydrochloride and 2-Chloro-6-methoxy-benzothiazole: Isolated yield 40.0%. Run at time 1 hour. Starting materials: COC=1C=C2CCNC2=CC1C(F)(F)F (5-methoxy-6-trifluoromethylindoline), O (water), FC=1C=C(N)C=C(C1)I (3-fluoro-5-iodoaniline), C(=O)(N1C=NC=C1)N1C=NC=C1 (1,1'-carbonyl diimidazole). Product: FC=1C=C(C=C(C1)I)NC(=O)N1CCC2=CC(=C(C=C12)C(F)(F)F)OC (1-(3-Fluoro-5-iodophenylcarbamoyl)-5-methoxy-6-trifluoromethylindoline). Solvent: ClCCl (dichloromethane), CN(C)C=O (DMF). Reported procedure: A mixture of 3-fluoro-5-iodoaniline (0.47 g, 1.98 mmol) and 1,1'-carbonyl diimidazole (0.33 g, 2 mmol) in dichloromethane (40 ml) was stirred at room temperature for 1 h, then evaporated to dryness. To the residue was added dimethylformamide (DMF,10 ml) and a solution of 5-methoxy-6-trifluoromethylindoline (D11, 0.44 g, 2 mmol) in DMF (5 ml). The mixture was heated at 80° C. overnight, then cooled and poured into water. The precipitate was filtered off, washed with water and dried. The crude pro... As a reaction SMILES: [F:1][C:2]1[CH:3]=[C:4]([CH:6]=[C:7]([I:9])[CH:8]=1)[NH2:5].[C:10]([N:17]1[CH:21]=[CH:20]N=[CH:18]1)(N1C=CN=C1)=[O:11].[CH3:22][O:23][C:24]1[CH:25]=[C:26]2C(=[CH:31][C:32]=1[C:33]([F:36])([F:35])[F:34])NCC2.O>ClCCl.CN(C=O)C>[F:1][C:2]1[CH:3]=[C:4]([NH:5][C:10]([N:17]2[C:18]3[C:26](=[CH:25][C:24]([O:23][CH3:22])=[C:32]([C:33]([F:35])([F:36])[F:34])[CH:31]=3)[CH2:20][CH2:21]2)=[O:11])[CH:6]=[C:7]([I:9])[CH:8]=1.